Dataset: the Open Reaction Database (ORD), a public repository of structured organic reaction records. Task: describe an organic reaction: reactants, conditions, products, and yield Reactants: CC1(OCCO1)C1=CC=C(O1)CN1N=CC(=C1)N (1-[5-(2-methyl-[1,3]dioxolan-2-yl)-furan-2-ylmethyl]-1H-pyrazol-4-ylamine), ClC1=C(C(=CC=C1)F)/C=C/C(=O)O ((E)-3-(2-chloro-6-fluoro-phenyl)-acrylic acid). Product: C(C)(=O)C1=CC=C(O1)CN1N=CC(=C1)NC(\C=C\C1=C(C=CC=C1F)Cl)=O ((E)-N-[1-(5-Acetyl-furan-2-ylmethyl)-1H-pyrazol-4-yl]-3-(2-chloro-6-fluoro-phenyl)-acrylamide). As a reaction SMILES: [CH3:1][C:2]1([C:7]2[O:11][C:10]([CH2:12][N:13]3[CH:17]=[C:16]([NH2:18])[CH:15]=[N:14]3)=[CH:9][CH:8]=2)[O:6]CCO1.[Cl:19][C:20]1[CH:25]=[CH:24][CH:23]=[C:22]([F:26])[C:21]=1/[CH:27]=[CH:28]/[C:29](O)=[O:30]>>[C:2]([C:7]1[O:11][C:10]([CH2:12][N:13]2[CH:17]=[C:16]([NH:18][C:29](=[O:30])/[CH:28]=[CH:27]/[C:21]3[C:22]([F:26])=[CH:23][CH:24]=[CH:25][C:20]=3[Cl:19])[CH:15]=[N:14]2)=[CH:9][CH:8]=1)(=[O:6])[CH3:1]. Reported procedure: Following general procedure B followed by either C or D, starting from 1-[5-(2-methyl-[1,3]dioxolan-2-yl)-furan-2-ylmethyl]-1H-pyrazol-4-ylamine and (E)-3-(2-chloro-6-fluoro-phenyl)-acrylic acid. Starting materials: COC(=O)CC(=O)OC, N#Cc1ccc(F)c([N+](=O)[O-])c1, [H-], [Na+], CN(C)C=O. The product is COC(=O)C(C(=O)OC)c1ccc(C#N)cc1[N+](=O)[O-]. RXN SMILES: [C:13]([CH2:14][C:15](=[O:16])[O:17][CH3:18])(=[O:19])[O:20][CH3:21].[F:1][c:2]1[c:3]([N+:10](=[O:11])[O-:12])[cH:4][c:5]([C:6]#[N:7])[cH:8][cH:9]1.[H-:23].[Na+:22].[O:24]=[CH:25][N:26]([CH3:27])[CH3:28]>>[c:2]1([CH:14]([C:13](=[O:19])[O:20][CH3:21])[C:15](=[O:16])[O:17][CH3:18])[c:3]([N+:10](=[O:11])[O-:12])[cH:4][c:5]([C:6]#[N:7])[cH:8][cH:9]1. Reactants: N(=[N+]=[N-])C1=NC(=C2N=CN(C2=N1)COCCO)N (2-azido-9-(2-hydroxyethoxymethyl)adenine). The reagents and catalysts are [Pd] (palladium on charcoal). Solvent: C(C)O (ethanol). Run at time 3.5 hour. Product: NC1=NC(=C2N=CN(C2=N1)COCCO)N (2-amino-9-(2-hydroxyethoxymethyl)adenine). Reaction SMILES: [N:1]([C:4]1[N:12]=[C:11]2[C:7]([N:8]=[CH:9][N:10]2[CH2:13][O:14][CH2:15][CH2:16][OH:17])=[C:6]([NH2:18])[N:5]=1)=[N+]=[N-]>[Pd].C(O)C>[NH2:1][C:4]1[N:12]=[C:11]2[C:7]([N:8]=[CH:9][N:10]2[CH2:13][O:14][CH2:15][CH2:16][OH:17])=[C:6]([NH2:18])[N:5]=1. Procedure: A mixture of 2-azido-9-(2-hydroxyethoxymethyl)adenine (0.41g) and 10% palladium on charcoal (80mg) in ethanol (41ml) was shaken under hydrogen at 50 psi for 3.5 hours. The catalyst was removed by filtration through a celite pad and washed thoroughly with ethanol and water. The solvent was removed by evaporation under reduced pressure giving a quantitative yield (0.37g) of nearly pure (one spot on TLC) 2-amino-9-(2-hydroxyethoxymethyl)adenine, m.p. 183°-184° C. after recrystallization from n-prop... Reactants: C(CCC)C1=NC2=C(N1CC1=CC=C(C=C1)C1=C(C=CC=C1)C1=NN=NN1C(C1=CC=CC=C1)(C1=CC=CC=C1)C1=CC=CC=C1)C=C(C=C2)N2C(N(CCC2)CC2=CC=CC=C2)=O (4'-[[2-n-butyl-6-(3-benzyl-3,4,5,6-tetrahydro-2(1H)-pyrimidinon-1-yl)-benzimidazol-1-yl]methyl]-2-(1-triphenylmethyl-tetrazol-5-yl)-biphenyl), CO (methanol). The solvent is Cl (hydrochloric acid). Product: C(CCC)C1=NC2=C(N1CC1=CC=C(C=C1)C1=C(C=CC=C1)C1=NN=NN1)C=C(C=C2)N2C(N(CCC2)CC2=CC=CC=C2)=O (4'-[[2-n-Butyl-6-(3-benzyl-3,4,5,6-tetrahydro-2(1H)-pyrimidinon-1-yl)-benzimidazol-1-yl]methyl]-2-(1H-tetrazol-5-yl)-biphenyl). As a reaction SMILES: [CH2:1]([C:5]1[N:9]([CH2:10][C:11]2[CH:16]=[CH:15][C:14]([C:17]3[CH:22]=[CH:21][CH:20]=[CH:19][C:18]=3[C:23]3[N:27](C(C4C=CC=CC=4)(C4C=CC=CC=4)C4C=CC=CC=4)[N:26]=[N:25][N:24]=3)=[CH:13][CH:12]=2)[C:8]2[CH:47]=[C:48]([N:51]3[CH2:56][CH2:55][CH2:54][N:53]([CH2:57][C:58]4[CH:63]=[CH:62][CH:61]=[CH:60][CH:59]=4)[C:52]3=[O:64])[CH:49]=[CH:50][C:7]=2[N:6]=1)[CH2:2][CH2:3][CH3:4].CO>Cl>[CH2:1]([C:5]1[N:9]([CH2:10][C:11]2[CH:12]=[CH:13][C:14]([C:17]3[CH:22]=[CH:21][CH:20]=[CH:19][C:18]=3[C:23]3[NH:24][N:25]=[N:26][N:27]=3)=[CH:15][CH:16]=2)[C:8]2[CH:47]=[C:48]([N:51]3[CH2:56][CH2:55][CH2:54][N:53]([CH2:57][C:58]4[CH:63]=[CH:62][CH:61]=[CH:60][CH:59]=4)[C:52]3=[O:64])[CH:49]=[CH:50][C:7]=2[N:6]=1)[CH2:2][CH2:3][CH3:4]. Reported procedure: Prepared analogously to Example 55 from 4'-[[2-n-butyl-6-(3-benzyl-3,4,5,6-tetrahydro-2(1H)-pyrimidinon-1-yl)-benzimidazol-1-yl]methyl]-2-(1-triphenylmethyl-tetrazol-5-yl)-biphenyl and methanol in methanolic hydrochloric acid. Starting materials: COC(CC1=CSC2=C1C(=CC(=C2)O)C)=O (methyl(6-hydroxy-4-methyl-1-benzothiophen-3-yl)acetate), CN(C)C=O (DMF), C(=O)([O-])[O-].[K+].[K+] (K2CO3), ClC1=C(CCl)C=CC(=C1)Cl (2,4-dichlorobenzyl chloride). The solvent is O (water). Run at time 5 hour. The product is COC(CC1=CSC2=C1C(=CC(=C2)OCC2=C(C=C(C=C2)Cl)Cl)C)=O (Methyl(6-((2,4-dichlorobenzyl)oxy)-4-methyl-1-benzothiophen-3-yl)acetate). As a reaction SMILES: [CH3:1][O:2][C:3](=[O:16])[CH2:4][C:5]1[C:9]2[C:10]([CH3:15])=[CH:11][C:12]([OH:14])=[CH:13][C:8]=2[S:7][CH:6]=1.CN(C=O)C.C([O-])([O-])=O.[K+].[K+].[Cl:28][C:29]1[CH:36]=[C:35]([Cl:37])[CH:34]=[CH:33][C:30]=1[CH2:31]Cl>O>[CH3:1][O:2][C:3](=[O:16])[CH2:4][C:5]1[C:9]2[C:10]([CH3:15])=[CH:11][C:12]([O:14][CH2:31][C:30]3[CH:33]=[CH:34][C:35]([Cl:37])=[CH:36][C:29]=3[Cl:28])=[CH:13][C:8]=2[S:7][CH:6]=1 |f:2.3.4|. Procedure: To a mixture of methyl(6-hydroxy-4-methyl-1-benzothiophen-3-yl)acetate (174 mg) and DMF (dry) (2 mL) were added K2CO3 (112 mg) and 2,4-dichlorobenzyl chloride (0.113 mL) at room temperature. After stirring at room temperature for 5 h, the mixture was poured into water at room temperature and extracted with EtOAc. The organic layer was separated, washed successively with water and brine, dried over MgSO4 and concentrated in vacuo. The residue was purified by silica gel column chromatography (EtOA... Reactants: NC=1SC(=CC1C(=O)OC)CCCC (2-amino-5-butyl-3-thiophenecarboxylic acid, methyl ester), ClC1=CC=C(C=N1)C(=O)OC (6-chloro-3-pyridinecarboxylic acid, methyl ester). Yields the product C(CCC)C1=CC2=C(N=C3N(C2=O)C=C(C=C3)C(=O)OC)S1 (2-butyl-4-oxo-4H-pyrido[1,2-a]thieno[2,3-d]pyrimidine-7-carboxylic acid, methyl ester). The yield is 42.1%. RXN SMILES: [NH2:1][C:2]1[S:3][C:4]([CH2:11][CH2:12][CH2:13][CH3:14])=[CH:5][C:6]=1[C:7]([O:9]C)=O.Cl[C:16]1[N:21]=[CH:20][C:19]([C:22]([O:24][CH3:25])=[O:23])=[CH:18][CH:17]=1>>[CH2:11]([C:4]1[S:3][C:2]2[N:1]=[C:16]3[CH:17]=[CH:18][C:19]([C:22]([O:24][CH3:25])=[O:23])=[CH:20][N:21]3[C:7](=[O:9])[C:6]=2[CH:5]=1)[CH2:12][CH2:13][CH3:14]. Reported procedure: From 5.1 g (0.024 mol) of 2-amino-5-butyl-3-thiophenecarboxylic acid, methyl ester and 4.1 g (0.024 mol) of 6-chloro-3-pyridinecarboxylic acid, methyl ester (Alfred Bader Chemical Company), following the procedure of Example 7, there is obtained 3.2 g of 2-butyl-4-oxo-4H-pyrido[1,2-a]thieno[2,3-d]pyrimidine-7-carboxylic acid, methyl ester; mp 137°-138° C. after recrystallization from methanol. Reactants: Clc1ccc2ncc3nc(Br)n(-c4ccccc4Cl)c3c2c1, [C-]#N, CC[N+](CC)(CC)CC, C1COCCO1, ClC(Cl)Cl, N#C[Cu], O=C(C=Cc1ccccc1)C=Cc1ccccc1, O=C(C=Cc1ccccc1)C=Cc1ccccc1, O=C(C=Cc1ccccc1)C=Cc1ccccc1, [Pd], [Pd]. Yields the product N#Cc1nc2cnc3ccc(Cl)cc3c2n1-c1ccccc1Cl. As a reaction SMILES: [Br:1][c:2]1[n:3](-[c:16]2[c:17]([Cl:22])[cH:18][cH:19][cH:20][cH:21]2)[c:4]2[c:5]([cH:6][n:7][c:8]3[cH:9][cH:10][c:11]([Cl:14])[cH:12][c:13]23)[n:15]1.[C-:26]#[N:27].[CH2:28]([N+:29]([CH2:30][CH3:31])([CH2:32][CH3:33])[CH2:34][CH3:35])[CH3:36].[CH2:37]1[O:38][CH2:39][CH2:40][O:41][CH2:42]1.[CH:99]([Cl:100])([Cl:101])[Cl:102].[Cu:23][C:24]#[N:25].[O:45]=[C:46]([CH:47]=[CH:48][c:49]1[cH:50][cH:51][cH:52][cH:53][cH:54]1)[CH:55]=[CH:56][c:57]1[cH:58][cH:59][cH:60][cH:61][cH:62]1.[O:63]=[C:64]([CH:65]=[CH:66][c:67]1[cH:68][cH:69][cH:70][cH:71][cH:72]1)[CH:73]=[CH:74][c:75]1[cH:76][cH:77][cH:78][cH:79][cH:80]1.[O:81]=[C:82]([CH:83]=[CH:84][c:85]1[cH:86][cH:87][cH:88][cH:89][cH:90]1)[CH:91]=[CH:92][c:93]1[cH:94][cH:95][cH:96][cH:97][cH:98]1.[Pd:43].[Pd:44]>>[c:2]1([C:24]#[N:25])[n:3](-[c:16]2[c:17]([Cl:22])[cH:18][cH:19][cH:20][cH:21]2)[c:4]2[c:5]([cH:6][n:7][c:8]3[cH:9][cH:10][c:11]([Cl:14])[cH:12][c:13]23)[n:15]1. The reactants are C(C)C(CN)(CCN(CC)CC)C1=CC=CC=C1 (2-ethyl-2-phenyl-4-diethylamino-butylamine), 3a, NC(=O)OCC (urethane). Product: C(C)OC(NCC(CCN(CC)CC)(C1=CC=CC=C1)CC)=O (N-(2-Ethyl-2-phenyl-4-diethylaminobutyl)-carbamic acid ethyl ester). RXN SMILES: [CH2:1]([C:3]([C:13]1[CH:18]=[CH:17][CH:16]=[CH:15][CH:14]=1)([CH2:6][CH2:7][N:8]([CH2:11][CH3:12])[CH2:9][CH3:10])[CH2:4][NH2:5])[CH3:2].N[C:20]([O:22][CH2:23][CH3:24])=[O:21]>>[CH2:23]([O:22][C:20](=[O:21])[NH:5][CH2:4][C:3]([CH2:1][CH3:2])([C:13]1[CH:18]=[CH:17][CH:16]=[CH:15][CH:14]=1)[CH2:6][CH2:7][N:8]([CH2:9][CH3:10])[CH2:11][CH3:12])[CH3:24]. Procedure details: From 2-ethyl-2-phenyl-4-diethylamino-butylamine in analogy to 3a. The urethane was further reacted in a pure state. Starting materials: CC(=O)Br, CN(C)C=O, Oc1ccccc1. The product is CC(=O)Oc1ccccc1. Reaction SMILES: [Br:1][C:2](=[O:3])[CH3:4].[CH3:12][N:13]([CH3:14])[CH:15]=[O:16].[OH:5][c:6]1[cH:7][cH:8][cH:9][cH:10][cH:11]1>>[C:2](=[O:3])([CH3:4])[O:5][c:6]1[cH:7][cH:8][cH:9][cH:10][cH:11]1. Starting materials: N1N=CC2=CC(=CC=C12)C(=O)O (1H-indazole-5-carboxylic acid), ON=C(C1=CN=CC=C1)N (N′-hydroxynicotinimidamide), N (NH3). Product: N1N=CC2=CC(=CC=C12)C1=NC(=NO1)C=1C=NC=CC1 (5-(1H-indazol-5-yl)-3-(pyridin-3-yl)-1,2,4-oxadiazole). As a reaction SMILES: [NH:1]1[C:9]2[C:4](=[CH:5][C:6]([C:10]([OH:12])=O)=[CH:7][CH:8]=2)[CH:3]=[N:2]1.O[N:14]=[C:15]([NH2:22])[C:16]1[CH:21]=[CH:20][CH:19]=[N:18][CH:17]=1.N>>[NH:1]1[C:9]2[C:4](=[CH:5][C:6]([C:10]3[O:12][N:22]=[C:15]([C:16]4[CH:17]=[N:18][CH:19]=[CH:20][CH:21]=4)[N:14]=3)=[CH:7][CH:8]=2)[CH:3]=[N:2]1. Procedure: The title compound was prepared according to Method C using 1H-indazole-5-carboxylic acid (ABCR) and N′-hydroxynicotinimidamide (Tyger). 1H NMR (300 MHz, DMSO-d6) δ 7.7 (dd, J=7.9, 4.8 Hz, 1 H), 7.8 (d, J=8.7 Hz, 1 H), 8.2 (dd, J=8.7, 1.6 Hz, 1 H), 8.4 (s, 1 H) 8.5 (dt, J=7.9, 1.8 Hz, 1 H), 8.7 (s, 1 H) 8.8 (dd, J=4.8, 1.6 Hz, 1 H), 9.3 (d, J=2.0 Hz, 1 H), 13.6 (s, 1 H) ppm; MS (DCI/NH3) m/z 264 (M+H)+.